From a dataset of the Open Reaction Database (ORD), a public repository of structured organic reaction records. describe an organic reaction: reactants, conditions, products, and yield Starting materials: BrCCCC (1-bromobutane), N1CCNCC1 (piperazine), aqueous solution, [OH-].[Na+] (sodium hydroxide). Solvent: C(C)O (ethanol), C(C)O (ethanol). Run at time 8 hour. Yields the product C(CCC)N1CCNCC1 (1-n-Butylpiperazine). Yield: 29.2%. Reaction SMILES: [NH:1]1[CH2:6][CH2:5][NH:4][CH2:3][CH2:2]1.Br[CH2:8][CH2:9][CH2:10][CH3:11].[OH-].[Na+]>C(O)C>[CH2:8]([N:1]1[CH2:6][CH2:5][NH:4][CH2:3][CH2:2]1)[CH2:9][CH2:10][CH3:11] |f:2.3|. Procedure details: Anhydrous piperazine (19.5 g) was dissolved in ethanol (100 ml), and a solution of 1-bromobutane (24.8 g) in ethanol (50 ml) was added dropwise over a period of 20 minutes at room temperature. After stirring overnight, the reaction solution was filtered off with Celite, and the solvent was distilled off under reduced pressure. To the residue obtained was added a 40% aqueous solution of sodium hydroxide, and extracted with ether three times. The ether layer was dried over anhydrous magnesium sulf... Reactants: di-μ-chlorobis(1,5-cyclooctadiene)diiridium(I) [Ir(cod)Cl]2, C(C)(=O)[O-].[Na+] (sodium acetate), C(COCCOCCO)O (triethylene glycol), C(C)(=O)OC=C (vinyl acetate), C(=C)OCCOCCOCCOC=C (triethylene glycol divinyl ether), C(=C)OCCOCCOCCO (triethylene glycol monovinyl ether). The solvent is C1(=CC=CC=C1)C (toluene). Conditions: temperature 100 celsius, time 6 hour. The product is C(C)(=O)OCCOCCOCCOC=C (triethylene glycol monovinyl ether monoacetate). Reaction SMILES: [C:1]([O-:4])(=[O:3])[CH3:2].[Na+].C(O)COCCOCCO.C(OC=C)(=O)C.[CH:22]([O:24][CH2:25][CH2:26][O:27][CH2:28][CH2:29][O:30][CH2:31][CH2:32]OC=C)=[CH2:23].C(OCCOCCOCCO)=C>C1(C)C=CC=CC=1>[C:1]([O:4][CH2:32][CH2:31][O:30][CH2:29][CH2:28][O:27][CH2:26][CH2:25][O:24][CH:22]=[CH2:23])(=[O:3])[CH3:2] |f:0.1|. Procedure: To a mixture of di-μ-chlorobis(1,5-cyclooctadiene)diiridium(I) [Ir(cod)Cl]2 (0.01 mmol) and sodium acetate (1.2 mmol) in toluene (2.0 ml),triethylene glycol (1 mmol) and vinyl acetate (4 mmol) were added, followed by stirring at 100° C. in an atmosphere of argon gas for 6 hours. The reaction mixture was analyzed by gas chromatography to find that triethylene glycol divinyl ether, triethylene glycol monovinyl ether, and triethylene glycol monovinyl ether monoacetate were produced in yields of 63%... Starting materials: CC(C)=O, CC(C)O, COc1cc2c(Cl)ncnc2cc1OCCSC, Cl, Cc1cc(F)c(N)cc1O. Product: COc1cc2c(Nc3cc(O)c(C)cc3F)ncnc2cc1OCCSC. RXN SMILES: [CH3:34][C:35](=[O:36])[CH3:37].[CH:30]([OH:31])([CH3:32])[CH3:33].[Cl:2][c:3]1[n:4][cH:5][n:6][c:7]2[cH:8][c:9]([O:15][CH2:16][CH2:17][S:18][CH3:19])[c:10]([O:13][CH3:14])[cH:11][c:12]12.[ClH:1].[F:20][c:21]1[c:22]([NH2:23])[cH:24][c:25]([OH:29])[c:26]([CH3:28])[cH:27]1>>[c:3]1([NH:23][c:22]2[c:21]([F:20])[cH:27][c:26]([CH3:28])[c:25]([OH:29])[cH:24]2)[n:4][cH:5][n:6][c:7]2[cH:8][c:9]([O:15][CH2:16][CH2:17][S:18][CH3:19])[c:10]([O:13][CH3:14])[cH:11][c:12]12. Reactants: BrCc1ccccn1, Br, Cc1ccc(C(=O)c2c[nH]c3ccc(C(F)(F)F)cc3c2=O)cc1C, CN(C)C=O, [H-], [Na+]. Product: Cc1ccc(C(=O)c2cn(Cc3ccccn3)c3ccc(C(F)(F)F)cc3c2=O)cc1C. Reaction SMILES: [Br:29][CH2:30][c:31]1[n:32][cH:33][cH:34][cH:35][cH:36]1.[BrH:28].[CH3:1][c:2]1[cH:3][c:4]([C:5](=[O:6])[c:7]2[cH:8][nH:9][c:10]3[cH:11][cH:12][c:13]([C:18]([F:19])([F:20])[F:21])[cH:14][c:15]3[c:16]2=[O:17])[cH:22][cH:23][c:24]1[CH3:25].[CH3:37][N:38]([CH3:39])[CH:40]=[O:41].[H-:26].[Na+:27]>>[CH3:1][c:2]1[cH:3][c:4]([C:5](=[O:6])[c:7]2[cH:8][n:9]([CH2:30][c:31]3[n:32][cH:33][cH:34][cH:35][cH:36]3)[c:10]3[cH:11][cH:12][c:13]([C:18]([F:19])([F:20])[F:21])[cH:14][c:15]3[c:16]2=[O:17])[cH:22][cH:23][c:24]1[CH3:25]. Starting materials: C([O-])([O-])=O.[K+].[K+] (potassium carbonate), C(=O)(O)C=NC=1C(C(=O)O)=CC=C(C1)Cl (N-carboxymethylene-4-chloroanthranilic acid), S(=O)(=O)(OC)OC (dimethyl sulfate). Solvent: CN(C=O)C (N,N-dimethylformamide). Run at time 30 minute. Yields the product C(=O)(OC)C=NC=1C(C(=O)OC)=CC=C(C1)Cl (methyl N-carbomethoxymethylene-4-chloroanthranilate). The yield is 94.7%. Reaction SMILES: [C:1]([CH:4]=[N:5][C:6]1[C:7](=[CH:11][CH:12]=[C:13]([Cl:15])[CH:14]=1)[C:8](O)=[O:9])([OH:3])=[O:2].[C:16](=O)([O-])[O-].[K+].[K+].S([O:27][CH3:28])(OC)(=O)=O>CN(C)C=O>[C:1]([CH:4]=[N:5][C:6]1[C:7](=[CH:11][CH:12]=[C:13]([Cl:15])[CH:14]=1)[C:8]([O:27][CH3:28])=[O:9])([O:3][CH3:16])=[O:2] |f:1.2.3|. Reported procedure: 17 g (66 mmol) of N-carboxymethylene-4-chloroanthranilic acid are dissolved in 175 g of N,N-dimethylformamide, and 22.5 g (162 mmol) of potassium carbonate are added. At 80° C., 56 g (444 mmol) of dimethyl sulfate are added dropwise in 3 portions over the course of 2 h, and the mixture is then stirred for 30 min. The excess dimethyl sulfate is destroyed by adding ammonia. The product is precipitated by cooling, filtered off and washed with water. 16.1 g (62.5 mmol; 95%) of methyl N-carbomethoxym... Starting materials: C(C)(C)[Mg]Cl (isopropylmagnesium chloride), CON(C([C@H](C)NC(OC(C)(C)C)=O)=O)C ((S)-tert-butyl 1-(methoxy(methyl)amino)-1-oxopropan-2-ylcarbamate), C(C1=CC=CC=C1)[Mg]Cl (benzylmagnesium chloride). Solvent: C1CCOC1 (THF). Conditions: time 8 hour. Yields the product O=C([C@H](C)NC(OC(C)(C)C)=O)CC1=CC=CC=C1 ((S)-tert-butyl 3-oxo-4-phenylbutan-2-ylcarbamate). As a reaction SMILES: CON(C)[C:4](=[O:15])[C@@H:5]([NH:7][C:8](=[O:14])[O:9][C:10]([CH3:13])([CH3:12])[CH3:11])[CH3:6].C([Mg]Cl)(C)C.[CH2:22]([Mg]Cl)[C:23]1[CH:28]=[CH:27][CH:26]=[CH:25][CH:24]=1>C1COCC1>[O:15]=[C:4]([CH2:22][C:23]1[CH:28]=[CH:27][CH:26]=[CH:25][CH:24]=1)[C@@H:5]([NH:7][C:8](=[O:14])[O:9][C:10]([CH3:11])([CH3:12])[CH3:13])[CH3:6]. Procedure: A solution of (S)-tert-butyl 1-(methoxy(methyl)amino)-1-oxopropan-2-ylcarbamate (1.16 g, 5 mmol) in THF (10 mL) was cooled to −15° C. and slowly charged with isopropylmagnesium chloride (2.0M, 2.37 mL, 0.95 eq). After a clear solution was obtained, benzylmagnesium chloride (1.0M, 4.99 mL, 1.0 eq) was added dropwise with stirring at rt overnight. The reaction mixture was quenched with NH4Cl solution and extracted with EtOAc (10 mL×2). The combined organic layers were washed with water, brine, dri... Reactants: [BH4-], COCC1C2CCC1N(C(=O)OC(C)(C)C)C2C(O)C(Cc1ccccc1)[N+](=O)[O-], CO, Cl[Ni]Cl, [Na+]. Product: COCC1C2CCC1N(C(=O)OC(C)(C)C)C2C(O)C(N)Cc1ccccc1. RXN SMILES: [BH4-:31].[C:1]([CH3:2])([CH3:3])([CH3:4])[O:5][C:6](=[O:7])[N:8]1[CH:9]2[CH2:10][CH2:11][CH:12]([CH:13]1[CH:14]([CH:15]([CH2:16][c:17]1[cH:18][cH:19][cH:20][cH:21][cH:22]1)[N+:23]([O-:24])=[O:25])[OH:26])[CH:27]2[CH2:28][O:29][CH3:30].[CH3:33][OH:34].[Cl:35][Ni:36][Cl:37].[Na+:32]>>[C:1]([CH3:2])([CH3:3])([CH3:4])[O:5][C:6](=[O:7])[N:8]1[CH:9]2[CH2:10][CH2:11][CH:12]([CH:13]1[CH:14]([CH:15]([CH2:16][c:17]1[cH:18][cH:19][cH:20][cH:21][cH:22]1)[NH2:23])[OH:26])[CH:27]2[CH2:28][O:29][CH3:30]. Reactants: [H-].[Na+] (NaH), N1C=CC=2C(=CC=CC12)C(=O)OC (methyl indole-4-carboxylate), BrCCOC1OCCCC1 (2-(2-bromoethoxy)tetrahydro-2H-pyran). Solvent: CN(C)C=O (DMF). Reaction conditions: time 30 minute. Product: COC(=O)C=1C=2C=CN(C2C=CC1)CCOC1OCCCC1 (1-[2-(Tetrahydro-pyran-2-yloxy)-ethyl]-1H-indole-4-carboxylic acid methyl ester). As a reaction SMILES: [H-].[Na+].[NH:3]1[C:11]2[CH:10]=[CH:9][CH:8]=[C:7]([C:12]([O:14][CH3:15])=[O:13])[C:6]=2[CH:5]=[CH:4]1.Br[CH2:17][CH2:18][O:19][CH:20]1[CH2:25][CH2:24][CH2:23][CH2:22][O:21]1>CN(C=O)C>[CH3:15][O:14][C:12]([C:7]1[C:6]2[CH:5]=[CH:4][N:3]([CH2:17][CH2:18][O:19][CH:20]3[CH2:25][CH2:24][CH2:23][CH2:22][O:21]3)[C:11]=2[CH:10]=[CH:9][CH:8]=1)=[O:13] |f:0.1|. Reported procedure: NaH (60% dispersion in mineral oil, 86 mg, 2.14 mmol) is added to a solution of methyl indole-4-carboxylate (250 mg, 1.427 mmol) in DMF (20 ml) and the resulting suspension is stirred at room temperature for 30 minutes. After this time (2-(2-bromoethoxy)tetrahydro-2H-pyran (388 mg, 1.86 mmol) is added and the reaction is stirred at room temperature for 22 hours. Dilution with EtOAc (50 ml), washing with water (25 ml×3), saturated NaHCO3 (25 ml×2) and brine (25 ml), drying over MgSO4, concentrati... The reactants are C(C)(=O)OC12CC3(CC(CC(C1)C3)C2)N (1-acetyloxy-3-aminoadamantane), resultant solution, C(=O)(Cl)Cl (phosgene), C(C)(=O)OC12CC3(CC(CC(C1)C3)C2)N (1-acetyloxy-3-aminoadamantane). The solvent is C1(=CC=CC=C1)C (toluene). Conditions: time 6 hour. Product: C(C)(=O)OC12CC3(CC(CC(C1)C3)C2)N=C=O (1-acetyloxy-3-isocyanatoadamantane). Isolated yield 85.0%. RXN SMILES: [C:1]([O:4][C:5]12[CH2:14][CH:9]3[CH2:10][CH:11]([CH2:13][C:7]([NH2:15])([CH2:8]3)[CH2:6]1)[CH2:12]2)(=[O:3])[CH3:2].[C:16](Cl)(Cl)=[O:17]>C1(C)C=CC=CC=1>[C:1]([O:4][C:5]12[CH2:14][CH:9]3[CH2:10][CH:11]([CH2:13][C:7]([N:15]=[C:16]=[O:17])([CH2:8]3)[CH2:6]1)[CH2:12]2)(=[O:3])[CH3:2]. Procedure details: In toluene (100 mL) was dissolved 10 mmole of 1-acetyloxy-3-aminoadamantane obtained by the method of Example 15. To the resultant solution was added 12 mmole of phosgene at room temperature and the mixture was stirred for 6 hours. As a result, the conversion of 1-acetyloxy-3-aminoadamantane was 95% and 1-acetyloxy-3-isocyanatoadamantane (yield 85%) was obtained. Reactants: Br[Mg]c1ccccc1, CC(C=O)C1CC=C2C3=C(CCC21C)C1(C)CCC(OC(=O)c2ccccc2)C(C)(C)C1CC3, [Cl-], [NH4+], C1CCOC1. Product: CC(C(O)c1ccccc1)C1CC=C2C3=C(CCC21C)C1(C)CCC(OC(=O)c2ccccc2)C(C)(C)C1CC3. Reaction SMILES: [Br:35][Mg:36][c:37]1[cH:38][cH:39][cH:40][cH:41][cH:42]1.[C:1]([c:2]1[cH:3][cH:4][cH:5][cH:6][cH:7]1)(=[O:8])[O:9][CH:10]1[C:11]([CH3:33])([CH3:34])[CH:12]2[CH2:13][CH2:14][C:15]3=[C:27]([CH2:26][CH2:25][C:24]4([CH3:32])[C:16]3=[CH:17][CH2:18][CH:19]4[CH:20]([CH3:21])[CH:22]=[O:23])[C:28]2([CH3:31])[CH2:29][CH2:30]1.[Cl-:43].[NH4+:44].[O:45]1[CH2:46][CH2:47][CH2:48][CH2:49]1>>[C:1]([c:2]1[cH:3][cH:4][cH:5][cH:6][cH:7]1)(=[O:8])[O:9][CH:10]1[C:11]([CH3:33])([CH3:34])[CH:12]2[CH2:13][CH2:14][C:15]3=[C:27]([CH2:26][CH2:25][C:24]4([CH3:32])[C:16]3=[CH:17][CH2:18][CH:19]4[CH:20]([CH3:21])[CH:22]([OH:23])[c:37]3[cH:38][cH:39][cH:40][cH:41][cH:42]3)[C:28]2([CH3:31])[CH2:29][CH2:30]1.